This data is from the Open Reaction Database (ORD), a public repository of structured organic reaction records. The task is: describe an organic reaction: reactants, conditions, products, and yield Reactants: N (ammonia), CC(=O)C (acetone), N1=C(C=CC=C1)C(=O)C1=C(C=C(C(=C1)Br)Cl)O (5-bromo-4-chloro-2-hydroxylphenyl 2-pyridyl ketone), [Cl-].[NH4+] (ammonium chloride), S(=O)(=O)([O-])[O-].[Ca+2] (calcium sulfate), CC(=O)C (acetone), resultant mixture, C([O-])(O)=O.[Na+] (sodium bicarbonate). Reaction conditions: temperature 80 celsius, time 7 hour. Yields the product BrC=1C(=CC2=C(C(=NC(O2)(C)C)C2=NC=CC=C2)C1)Cl (6-bromo-7-chloro-2,2-dimethyl-4-(2-pyridyl)-2H-1,3-benzoxazine). Reaction SMILES: [N:1]1[CH:6]=[CH:5][CH:4]=[CH:3][C:2]=1[C:7]([C:9]1[CH:14]=[C:13]([Br:15])[C:12]([Cl:16])=[CH:11][C:10]=1[OH:17])=O.[Cl-].[NH4+:19].S([O-])([O-])(=O)=O.[Ca+2].N.C(=O)(O)[O-].[Na+].[CH3:32][C:33]([CH3:35])=O>>[Br:15][C:13]1[C:12]([Cl:16])=[CH:11][C:10]2[O:17][C:33]([CH3:35])([CH3:32])[N:19]=[C:7]([C:2]3[CH:3]=[CH:4][CH:5]=[CH:6][N:1]=3)[C:9]=2[CH:14]=1 |f:1.2,3.4,6.7|. Reported procedure: Into a sealed tube were placed 5-bromo-4-chloro-2-hydroxylphenyl 2-pyridyl ketone (30 g), ammonium chloride (30 g), anhydrous calcium sulfate (60 g) and acetone (500 ml) and the mixture was thoroughly mixed. Then, a solution (300 ml) of saturated ammonia in acetone was added with ice-cooling to the resultant mixture. The mixture was stirred at 80° C. for 7 hours. After air-cooling, sodium bicarbonate (60 g) was added and the mixture was stirred for 1 hour. The insoluble substance was filtered of... The reactants are CCOCC (ether), NC1=C(C(=NN1C1=C(C=C(C=C1Cl)C(F)(F)F)Cl)C#N)I (5-amino-3-cyano-1-(2,6-dichloro-4-trifluoromethylphenyl)-4-iodopyrazole), C(O)([O-])=O.[Na+] (sodium hydrogen carbonate), COC(=O)C=1C=C(C=CC1)B(O)O (3-methoxycarbonylphenylboronic acid). The reagents and catalysts are C=1C=CC(=CC1)[P](C=2C=CC=CC2)(C=3C=CC=CC3)[Pd]([P](C=4C=CC=CC4)(C=5C=CC=CC5)C=6C=CC=CC6)([P](C=7C=CC=CC7)(C=8C=CC=CC8)C=9C=CC=CC9)[P](C=1C=CC=CC1)(C=1C=CC=CC1)C=1C=CC=CC1 (tetrakis(triphenylphosphine)palladium(0)). Solvent: O (water), C1(=CC=CC=C1)C (toluene), C(C)O (ethanol). Reaction conditions: time 8 hour. Product: NC1=C(C(=NN1C1=C(C=C(C=C1Cl)C(F)(F)F)Cl)C#N)C1=CC(=CC=C1)C(=O)OC (5-Amino-3-cyano-1-(2,6-dichloro-4-trifluoromethylphenyl)-4-(3-methoxycarbonylphenyl)pyrazole). RXN SMILES: [NH2:1][C:2]1[N:6]([C:7]2[C:12]([Cl:13])=[CH:11][C:10]([C:14]([F:17])([F:16])[F:15])=[CH:9][C:8]=2[Cl:18])[N:5]=[C:4]([C:19]#[N:20])[C:3]=1I.C(=O)([O-])O.[Na+].[CH3:27][O:28][C:29]([C:31]1[CH:32]=[C:33](B(O)O)[CH:34]=[CH:35][CH:36]=1)=[O:30].CCOCC>C1(C)C=CC=CC=1.C(O)C.C1C=CC([P]([Pd]([P](C2C=CC=CC=2)(C2C=CC=CC=2)C2C=CC=CC=2)([P](C2C=CC=CC=2)(C2C=CC=CC=2)C2C=CC=CC=2)[P](C2C=CC=CC=2)(C2C=CC=CC=2)C2C=CC=CC=2)(C2C=CC=CC=2)C2C=CC=CC=2)=CC=1.O>[NH2:1][C:2]1[N:6]([C:7]2[C:12]([Cl:13])=[CH:11][C:10]([C:14]([F:17])([F:16])[F:15])=[CH:9][C:8]=2[Cl:18])[N:5]=[C:4]([C:19]#[N:20])[C:3]=1[C:35]1[CH:34]=[CH:33][CH:32]=[C:31]([C:29]([O:28][CH3:27])=[O:30])[CH:36]=1 |f:1.2,^1:58,60,79,98|. Procedure: To a rapidly stirred solution of 5-amino-3-cyano-1-(2,6-dichloro-4-trifluoromethylphenyl)-4-iodopyrazole (0.25 g) in toluene (2 ml) containing tetrakis(triphenylphosphine)palladium(0) (0.02 g) was added saturated aqueous sodium hydrogen carbonate solution (1 ml) and a solution of 3-methoxycarbonylphenylboronic acid (0.158 g) in ethanol (1 ml). The mixture was heated under reflux for 2 hours, then left at room temperature overnight and then poured into ether (25 ml) and water (25 ml). The organic... The reactants are O=C(O)c1ccc(CBr)cc1, CCNCC, CN(C)C=O, O=C(Cl)C(=O)Cl, C1CCOC1, O. The product is CCN(CC)C(=O)c1ccc(CBr)cc1. RXN SMILES: [Br:1][CH2:2][c:3]1[cH:4][cH:5][c:6]([C:7](=[O:8])[OH:9])[cH:10][cH:11]1.[CH2:18]([CH3:19])[NH:20][CH2:21][CH3:22].[CH3:28][N:29]([CH3:30])[CH:31]=[O:32].[Cl:12][C:13]([C:14]([Cl:15])=[O:16])=[O:17].[O:23]1[CH2:24][CH2:25][CH2:26][CH2:27]1.[OH2:33]>>[Br:1][CH2:2][c:3]1[cH:4][cH:5][c:6]([C:7](=[O:9])[N:20]([CH2:18][CH3:19])[CH2:21][CH3:22])[cH:10][cH:11]1. Reactants: ClC1=C(C=CC(=C1)Cl)O (2,4-dichlorophenol), ClC=1C(=CC2=C(C=C(C(O2)C(F)(F)F)C(=O)OCC)C1)F (ethyl 6-chloro-7-fluoro-2-(trifluoromethyl)-2H-1-benzopyran-3-carboxylate). Yields the product ClC=1C(=CC2=C(C=C(C(O2)C(F)(F)F)C(=O)O)C1)OC1=C(C=C(C=C1)Cl)Cl (6-Chloro-7-(2,4-dichlorophenoxy)-2-(trifluoromethyl)-2H-1-benzopyran-3-carboxylic Acid). Reaction SMILES: [Cl:1][C:2]1[CH:7]=[C:6]([Cl:8])[CH:5]=[CH:4][C:3]=1[OH:9].[Cl:10][C:11]1[C:12](F)=[CH:13][C:14]2[O:19][CH:18]([C:20]([F:23])([F:22])[F:21])[C:17]([C:24]([O:26]CC)=[O:25])=[CH:16][C:15]=2[CH:29]=1>>[Cl:10][C:11]1[C:12]([O:9][C:3]2[CH:4]=[CH:5][C:6]([Cl:8])=[CH:7][C:2]=2[Cl:1])=[CH:13][C:14]2[O:19][CH:18]([C:20]([F:22])([F:21])[F:23])[C:17]([C:24]([OH:26])=[O:25])=[CH:16][C:15]=2[CH:29]=1. Reported procedure: The title compound was prepared from 2,4-dichlorophenol and ethyl 6-chloro-7-fluoro-2-(trifluoromethyl)-2H-1-benzopyran-3-carboxylate (Example 183, Step 2) via a procedure similar to that described in Example 183, Steps 3 and 4: mp 233.0-234.0° C. 1H NMR (acetone-d6/300 MHz) 7.90 (s, 1H), 7.73 (s, 1H), 7.69 (d, 1H, J=2.6 Hz), 7.47 (dd, TH, J=8.7 Hz, 2.6 Hz), 7.28 (d, 1H, J=8.7 Hz), 6.57 (1, 1H), 5.81 (q, 1H, J=7.0 Hz). 19F NMR (acetone-d6/282 MHz) −79.4 (d, J=6.5 Hz). FABLRMS m/z 437 (M−H). ESHR... The reactants are Cl.C(C)(=N)N (acetamidine hydrochloride), [Na] (sodium), C(=O)(OCC)C1C(CCCC1)=O (2-carboethoxycyclohexanone), [Na] (sodium). The solvent is C(C)O (ethanol). Product: CC1=NC=2CCCCC2C(N1)=O (5,6,7,8-tetrahydro-2-methyl-4-quinazolone). RXN SMILES: [Na].[C:2]([CH:7]1[CH2:12][CH2:11][CH2:10][CH2:9][C:8]1=O)([O:4]CC)=O.Cl.[C:15]([NH2:18])(=[NH:17])[CH3:16]>C(O)C>[CH3:16][C:15]1[NH:18][C:2](=[O:4])[C:7]2[CH2:12][CH2:11][CH2:10][CH2:9][C:8]=2[N:17]=1 |f:2.3,^1:0|. Procedure details: To 50 mL of absolute ethanol under a nitrogen atmosphere was added 5.65 g of sodium metal. After all the sodium had reacted, 20.15 g of 2-carboethoxycyclohexanone was added followed by 14.50 g of acetamidine hydrochloride. The reaction was refluxed gently overnight. The reaction was cooled to room temperature and all solvents were removed by evaporation. The pH of the residue was adjusted to 6 with dilute hydrochloric acid and refluxed briefly and allowed to cool. The resulting solid was collect... The reactants are C1(\C=C/C(=O)O1)=O (maleic anhydride), anhydride, C=1(C(=CC=CC1)C)C (xylene). Yields the product C=CCCCCCCCCCCCCCCCC.C1(\C=C/C(=O)O1)=O (Octadecene Maleic Anhydride). Reaction SMILES: [C:1]1(=[O:7])[O:6][C:4](=[O:5])[CH:3]=[CH:2]1.[C:8]1([CH3:15])[C:9]([CH3:14])=[CH:10][CH:11]=[CH:12][CH:13]=1>>[CH2:1]=[CH:2][CH2:3][CH2:4][CH2:10][CH2:9][CH2:8][CH2:13][CH2:12][CH2:11][CH2:14][CH2:9][CH2:10][CH2:11][CH2:12][CH2:13][CH2:8][CH3:15].[C:4]1(=[O:5])[O:6][C:1](=[O:7])[CH:2]=[CH:3]1 |f:2.3|. Procedure: 5.6 g PA-18 (0.02 equivalents as maleic anhydride, hereinafter "anhydride equivalents") and 100 ml xylene were mixed in a 250 ml flask equipped with a nitrogen atmosphere and a Dean Stark trap. This mixture was refluxed for 30 minutes to dry the polymer. The mixture was cooled slightly and Flame Retardant A (of Example 1) (5.1 g, 0.01 mole) was added. The mixture was refluxed for 2 hours with azeotropic removal of water as it formed. The 30 solvent was stripped using aspirator and high vacuum sy...